The task is: describe an organic reaction: reactants, conditions, products, and yield. This data is from the Open Reaction Database (ORD), a public repository of structured organic reaction records. Starting materials: O=S(=O)(OS(=O)(=O)C(F)(F)F)C(F)(F)F, Oc1ccc2ccncc2c1, c1ccncc1. Yields the product O=S(=O)(O)C(F)(F)F, Oc1ccc2ccncc2c1. As a reaction SMILES: [F:12][C:13]([F:14])([F:15])[S:16](=[O:17])(=[O:18])[O:19][S:20]([C:21]([F:22])([F:23])[F:24])(=[O:25])=[O:26].[OH:1][c:2]1[cH:3][cH:4][c:5]2[cH:6][cH:7][n:8][cH:9][c:10]2[cH:11]1.[cH:27]1[cH:28][cH:29][n:30][cH:31][cH:32]1>>[F:12][C:13]([F:14])([F:15])[S:16](=[O:17])(=[O:18])[OH:19].[OH:1][c:2]1[cH:3][cH:4][c:5]2[cH:6][cH:7][n:8][cH:9][c:10]2[cH:11]1. Reactants: CC(C)CN, CC(O)(c1ccc(N2CCN(S(=O)(=O)c3cccs3)CC2COS(C)(=O)=O)cc1)C(F)(F)F, CS(=O)(=O)Cl, CC(C)CNCC1CN(S(=O)(=O)c2cccs2)CCN1c1ccc(C(C)(O)C(F)(F)F)cc1. Yields the product CC(C)CN(CC1CN(S(=O)(=O)c2cccs2)CCN1c1ccc(C(C)(O)C(F)(F)F)cc1)S(C)(=O)=O. RXN SMILES: [CH2:34]([NH2:35])[CH:36]([CH3:37])[CH3:38].[CH3:1][S:2]([O:3][CH2:4][CH:5]1[CH2:6][N:7]([S:8]([c:9]2[s:10][cH:11][cH:12][cH:13]2)(=[O:14])=[O:15])[CH2:16][CH2:17][N:18]1[c:19]1[cH:20][cH:21][c:22]([C:23]([OH:24])([CH3:25])[C:26]([F:27])([F:28])[F:29])[cH:30][cH:31]1)(=[O:32])=[O:33].[CH3:39][S:40]([Cl:41])(=[O:42])=[O:43].[F:44][C:45]([C:46]([CH3:47])([OH:48])[c:49]1[cH:50][cH:51][c:52]([N:55]2[CH:56]([CH2:69][NH:70][CH2:71][CH:72]([CH3:73])[CH3:74])[CH2:57][N:58]([S:61](=[O:62])(=[O:63])[c:64]3[s:65][cH:66][cH:67][cH:68]3)[CH2:59][CH2:60]2)[cH:53][cH:54]1)([F:75])[F:76]>>[CH3:39][S:40](=[O:42])(=[O:43])[N:70]([CH2:69][CH:56]1[N:55]([c:52]2[cH:51][cH:50][c:49]([C:46]([C:45]([F:44])([F:75])[F:76])([CH3:47])[OH:48])[cH:54][cH:53]2)[CH2:60][CH2:59][N:58]([S:61](=[O:62])(=[O:63])[c:64]2[s:65][cH:66][cH:67][cH:68]2)[CH2:57]1)[CH2:71][CH:72]([CH3:73])[CH3:74]. Reactants: C=C(C)CCCC#CC(=O)O, CCOCC, CCCCCC, CO, CN(C)CCN(C)C, [I-], [Li]C. The product is C=C(C)CCCC(C)=CC(=O)O. RXN SMILES: [CH3:12][C:13]([CH2:14][CH2:15][CH2:16][C:17]#[C:18][C:19](=[O:20])[OH:21])=[CH2:22].[CH3:23][CH2:24][O:25][CH2:26][CH3:27].[CH3:28][CH2:29][CH2:30][CH2:31][CH2:32][CH3:33].[CH3:34][OH:35].[CH3:4][N:5]([CH3:6])[CH2:7][CH2:8][N:9]([CH3:10])[CH3:11].[I-:1].[Li:2][CH3:3]>>[CH3:4][C:17]([CH2:16][CH2:15][CH2:14][C:13]([CH3:12])=[CH2:22])=[CH:18][C:19](=[O:20])[OH:21]. The reactants are [Br-], C1CCOC1, COc1ccccc1[Mg+], CCOC(=O)c1nc(Nc2cc[nH]n2)c2ccccc2n1. Yields the product COc1ccccc1C(=O)c1nc(Nc2cc[nH]n2)c2ccccc2n1. As a reaction SMILES: [Br-:22].[CH2:32]1[O:33][CH2:34][CH2:35][CH2:36]1.[CH3:23][O:24][c:25]1[c:26]([Mg+:31])[cH:27][cH:28][cH:29][cH:30]1.[nH:1]1[n:2][c:3]([NH:6][c:7]2[n:8][c:9]([C:17]([O:19][CH2:18][CH3:20])=[O:21])[n:10][c:11]3[cH:12][cH:13][cH:14][cH:15][c:16]23)[cH:4][cH:5]1>>[nH:1]1[n:2][c:3]([NH:6][c:7]2[n:8][c:9]([C:17](=[O:19])[c:26]3[c:25]([O:24][CH3:23])[cH:30][cH:29][cH:28][cH:27]3)[n:10][c:11]3[cH:12][cH:13][cH:14][cH:15][c:16]23)[cH:4][cH:5]1. The reactants are OC(C(=O)OC)C=1C(=C2C(=NC1C)N(C=C2)C)I (methyl 2-hydroxy-2-(4-iodo-1,6-dimethyl-1H-pyrrolo[2,3-b]pyridin-5-yl)acetate), CC(=O)OI1(C=2C=CC=CC2C(=O)O1)(OC(=O)C)OC(=O)C (Dess-Martin periodinane), C(C)(=O)OCC (Ethyl acetate), [O-]S(=O)(=S)[O-].[Na+].[Na+] (Na2S2O3). The solvent is ClCCl (dichloromethane). Conditions: time 18 hour. The product is IC1=C2C(=NC(=C1C(C(=O)OC)=O)C)N(C=C2)C (methyl 2-(4-iodo-1,6-dimethyl-1H-pyrrolo[2,3-b]pyridin-5-yl)-2-oxoacetate). Yield: 80.5%. RXN SMILES: [OH:1][CH:2]([C:7]1[C:8]([I:18])=[C:9]2[CH:16]=[CH:15][N:14]([CH3:17])[C:10]2=[N:11][C:12]=1[CH3:13])[C:3]([O:5][CH3:6])=[O:4].CC(OI1(OC(C)=O)(OC(C)=O)OC(=O)C2C=CC=CC1=2)=O.[O-]S([O-])(=S)=O.[Na+].[Na+].C(OCC)(=O)C>ClCCl>[I:18][C:8]1[C:7]([C:2](=[O:1])[C:3]([O:5][CH3:6])=[O:4])=[C:12]([CH3:13])[N:11]=[C:10]2[N:14]([CH3:17])[CH:15]=[CH:16][C:9]=12 |f:2.3.4|. Procedure: An 0° C. solution of methyl 2-hydroxy-2-(4-iodo-1,6-dimethyl-1H-pyrrolo[2,3-b]pyridin-5-yl)acetate (12.0 g, 33.3 mmol) in dichloromethane (DCM) (120 mL) was treated with Dess-Martin periodinane (19.84 g, 46.8 mmol) in one portion and warmed to ambient temperature. After 18 h, sat. aq. Na2S2O3 was added and the reaction mixture was stirred for 20 min. Ethyl acetate was added and the layers partitioned. The organic phase was washed with sat. aq. NaHCO3, brine, dried (Na2SO4), filtered and concentr... The reactants are C(C)(=O)OCC1=C(C=C(C=C1N1C(C2=C(CC1)C1=C(S2)CCCC1)=O)F)B1OC(C(O1)(C)C)(C)C (2-(4,4,5,5-Tetramethyl-[1,3,2]dioxaborolan-2-yl)-4-fluoro-6-(1-oxo-3,4,5,6,7,8-hexahydrobenzothieno[2,3-c]pyridin-2(1H)-yl)benzyl Acetate), BrC=1C=C(C(N(C1)C)=O)NC1=NC=C(C=C1)N1CCN(CC1)C (5-bromo-1-methyl-3-[5-(4-methylpiperazin-1-yl)-pyridin-2-ylamino]-1H-pyridin-2-one), CC(=O)O[Na] (CH3COONa), [O-]P(=O)([O-])[O-].[K+].[K+].[K+] (K3PO4). Reagents/catalysts: C1=CC=C(C=C1)P([C-]2C=CC=C2)C3=CC=CC=C3.C1=CC=C(C=C1)P([C-]2C=CC=C2)C3=CC=CC=C3.Cl[Pd]Cl.[Fe+2] (PdCl2(dppf)). The solvent is O (water), CC#N (CH3CN). Reaction conditions: temperature 110 celsius. Yields the product C(C)(=O)OCC1=C(C=C(C=C1N1CCC=2C=3CCCCC3SC2C1=O)F)C1=CN(C(C(=C1)NC1=NC=C(C=C1)N1CCN(CC1)C)=O)C ([4-Fluoro-2-(1-methyl-5-{[5-(4-methylpiperazin-1-yl)pyridin-2-yl]amino}-6-oxo-1,6-dihydropyridin-3-yl)-6-{6-oxo-8-thia-5-azatricyclo[7.4.0.02,7]-trideca-1(9),2(7)-dien-5-yl}phenyl]methyl Acetate). Yield: 57.3%. RXN SMILES: [C:1]([O:4][CH2:5][C:6]1[C:11]([N:12]2[CH2:17][CH2:16][C:15]3[C:18]4[CH2:24][CH2:23][CH2:22][CH2:21][C:19]=4[S:20][C:14]=3[C:13]2=[O:25])=[CH:10][C:9]([F:26])=[CH:8][C:7]=1B1OC(C)(C)C(C)(C)O1)(=[O:3])[CH3:2].Br[C:37]1[CH:38]=[C:39]([NH:45][C:46]2[CH:51]=[CH:50][C:49]([N:52]3[CH2:57][CH2:56][N:55]([CH3:58])[CH2:54][CH2:53]3)=[CH:48][N:47]=2)[C:40](=[O:44])[N:41]([CH3:43])[CH:42]=1.CC(O[Na])=O.[O-]P([O-])([O-])=O.[K+].[K+].[K+]>CC#N.O.C1C=CC(P(C2C=CC=CC=2)[C-]2C=CC=C2)=CC=1.C1C=CC(P(C2C=CC=CC=2)[C-]2C=CC=C2)=CC=1.Cl[Pd]Cl.[Fe+2]>[C:1]([O:4][CH2:5][C:6]1[C:11]([N:12]2[C:13](=[O:25])[C:14]3[S:20][C:19]4[CH2:21][CH2:22][CH2:23][CH2:24][C:18]=4[C:15]=3[CH2:16][CH2:17]2)=[CH:10][C:9]([F:26])=[CH:8][C:7]=1[C:37]1[CH:38]=[C:39]([NH:45][C:46]2[CH:51]=[CH:50][C:49]([N:52]3[CH2:53][CH2:54][N:55]([CH3:58])[CH2:56][CH2:57]3)=[CH:48][N:47]=2)[C:40](=[O:44])[N:41]([CH3:43])[CH:42]=1)(=[O:3])[CH3:2] |f:3.4.5.6,9.10.11.12|. Procedure: A 25 mL sealed tube was charged with 212b (990 mg, 2 mmol), 5-bromo-1-methyl-3-(5-(4-methylpiperazin-1-yl)pyridin-2-ylamino)pyridine-2(1H)-one 198e (500 mg, 1.3 mmol), CH3COONa (220 mg, 2.6 mmol), K3PO4 (700 mg, 2.6 mmol), and PdCl2(dppf) (110 mg, 0.13 mmol) suspended in CH3CN (25 mL) and water (1 mL). The mixture was heated at 110° C. for 2 hours. It was evaporated and the residue was purified by silical-gel column eluting with 20:1 methylene chloride/methanol to give 212c as a brown solid (500...